Dataset: the Open Reaction Database (ORD), a public repository of structured organic reaction records. Task: describe an organic reaction: reactants, conditions, products, and yield The product is C(C)C=1C(=CC(=C(C1)O)F)C1=CC=C2C(=NNC2=C1)C=1NC2=C(CN(CC2)CC=2C=NC3=CC=CC=C3C2)N1 (5-Ethyl-2-fluoro-4-[3-(5-quinolin-3-ylmethyl-4,5,6,7-tetrahydro-1H-imidazo[4,5-c]pyridin-2-yl)-1H-indazol-6-yl]-phenol). Reaction SMILES: [N:1]1[C:10]2[C:5](=[CH:6][CH:7]=[CH:8][CH:9]=2)[CH:4]=[C:3]([CH:11]=O)[CH:2]=1.Br.Br.Br.[CH2:16]([C:18]1[C:19]([C:26]2[CH:34]=[C:33]3[C:29]([C:30]([C:35]4[NH:36][C:37]5[CH2:42][CH2:41][NH:40][CH2:39][C:38]=5[N:43]=4)=[N:31][NH:32]3)=[CH:28][CH:27]=2)=[CH:20][C:21]([F:25])=[C:22]([OH:24])[CH:23]=1)[CH3:17]>>[CH2:16]([C:18]1[C:19]([C:26]2[CH:34]=[C:33]3[C:29]([C:30]([C:35]4[NH:36][C:37]5[CH2:42][CH2:41][N:40]([CH2:11][C:3]6[CH:2]=[N:1][C:10]7[C:5]([CH:4]=6)=[CH:6][CH:7]=[CH:8][CH:9]=7)[CH2:39][C:38]=5[N:43]=4)=[N:31][NH:32]3)=[CH:28][CH:27]=2)=[CH:20][C:21]([F:25])=[C:22]([OH:24])[CH:23]=1)[CH3:17] |f:1.2.3.4|. The reactants are N1=CC(=CC2=CC=CC=C12)C=O (quinoline-3-carbaldehyde), Br.Br.Br.C(C)C=1C(=CC(=C(C1)O)F)C1=CC=C2C(=NNC2=C1)C=1NC2=C(CNCC2)N1 (5-ethyl-2-fluoro-4-[3-(4,5,6,7-tetrahydro-1H-imidazo[4,5-c]pyridin-2-yl)-1H-indazol-6-yl]-phenol trihydrobromide salt). Procedure details: The title compound was prepared from quinoline-3-carbaldehyde (31 mg, 198 μmol) and 5-ethyl-2-fluoro-4-[3-(4,5,6,7-tetrahydro-1H-imidazo[4,5-c]pyridin-2-yl)-1H-indazol-6-yl]-phenol trihydrobromide salt (Preparation 25, 50 mg, 132 μmol) using the method of Example 22. The crude material was purified by HPLC Method B to afford 14.3 mg of the title compound. Yield: 20.9%. Starting materials: C1=C(C=CC2=CC=CC=C12)O (2-naphthol), CC[O-].[Na+] (sodium ethylate), crystals, NC1=NC=CC=C1OCCC (2-amino-3-propoxypyridine), N(=O)OCCC(C)C (isopentyl nitrite). The solvent is C(C)O (ethanol), C(C)O (ethanol). Product: C(CC)OC=1C(=NC=CC1)N=NC1=C(C=CC2=CC=CC=C12)O (1-(3-propoxy-2-pyridylazo)-2-naphthol). Reaction SMILES: CC[O-].[Na+].[NH2:5][C:6]1[C:11]([O:12][CH2:13][CH2:14][CH3:15])=[CH:10][CH:9]=[CH:8][N:7]=1.[N:16](OCCC(C)C)=O.[CH:24]1[C:33]2[C:28](=[CH:29][CH:30]=[CH:31][CH:32]=2)[CH:27]=[CH:26][C:25]=1[OH:34]>C(O)C>[CH2:13]([O:12][C:11]1[C:6]([N:5]=[N:16][C:24]2[C:33]3[C:28](=[CH:29][CH:30]=[CH:31][CH:32]=3)[CH:27]=[CH:26][C:25]=2[OH:34])=[N:7][CH:8]=[CH:9][CH:10]=1)[CH2:14][CH3:15] |f:0.1|. Procedure details: Next, a flask was loaded with sodium ethylate (1.6 g), ethanol (14 ml), and 2-amino-3-propoxypyridine (3.8 g), and they were mixed. To the mixture, isopentyl nitrite (2.7 g) was dropwise added in 20 minutes with stirring. This was stirred at the reflux temperature for 4 hours, and then cooled to room temperature. Thereafter, to this, 2-naphthol (2.0 g) dissolved in ethanol (5 ml) was dropwise added in one hour. After stirring at room temperature for two hours, this mixture was heated to the refl... Reactants: COC(=O)COc1cccc(C=CC(=O)c2c(O)c3ccccc3n(C)c2=O)c1, CN(C)P(=O)(N(C)C)N(C)C, COS(=O)(=O)OC, [H-], [Na+], O. Yields the product COC(=O)COc1cccc(C=CC(=O)c2c(OC)c3ccccc3n(C)c2=O)c1. As a reaction SMILES: [CH3:1][n:2]1[c:3](=[O:29])[c:4]([C:13]([CH:14]=[CH:15][c:16]2[cH:17][c:18]([O:22][CH2:23][C:24](=[O:25])[O:26][CH3:27])[cH:19][cH:20][cH:21]2)=[O:28])[c:5]([OH:12])[c:6]2[cH:7][cH:8][cH:9][cH:10][c:11]12.[CH3:30][N:31]([P:32]([N:33]([CH3:34])[CH3:35])([N:36]([CH3:37])[CH3:38])=[O:39])[CH3:40].[CH3:43][O:44][S:45]([O:46][CH3:47])(=[O:48])=[O:49].[H-:41].[Na+:42].[OH2:50]>>[CH3:1][n:2]1[c:3](=[O:29])[c:4]([C:13]([CH:14]=[CH:15][c:16]2[cH:17][c:18]([O:22][CH2:23][C:24](=[O:25])[O:26][CH3:27])[cH:19][cH:20][cH:21]2)=[O:28])[c:5]([O:12][CH3:30])[c:6]2[cH:7][cH:8][cH:9][cH:10][c:11]12. The reactants are CNC(=O)C(NC(=O)c1ccc(Br)o1)C1CCCCC1, [Na+], [Na+], O=C([O-])[O-], CN(C)C=O, OB(O)c1ccc2cc[nH]c2c1. The product is CNC(=O)C(NC(=O)c1ccc(-c2ccc3cc[nH]c3c2)o1)C1CCCCC1. As a reaction SMILES: [CH:1]1([CH:7]([C:8]([NH:9][CH3:10])=[O:11])[NH:12][C:13](=[O:14])[c:15]2[o:16][c:17]([Br:20])[cH:18][cH:19]2)[CH2:2][CH2:3][CH2:4][CH2:5][CH2:6]1.[Na+:33].[Na+:34].[O-:35][C:36](=[O:37])[O-:38].[O:39]=[CH:40][N:41]([CH3:42])[CH3:43].[nH:21]1[cH:22][cH:23][c:24]2[cH:25][cH:26][c:27]([B:30]([OH:31])[OH:32])[cH:28][c:29]12>>[CH:1]1([CH:7]([C:8]([NH:9][CH3:10])=[O:11])[NH:12][C:13](=[O:14])[c:15]2[o:16][c:17](-[c:27]3[cH:26][cH:25][c:24]4[cH:23][cH:22][nH:21][c:29]4[cH:28]3)[cH:18][cH:19]2)[CH2:2][CH2:3][CH2:4][CH2:5][CH2:6]1. Starting materials: C(C)(=O)N1C2=CC=CC=C2C=2C=C(C=CC12)Br (9-Acetyl-3-bromocarbazole), S1C(=NC2=C1C=CC=C2)C2=CC=C(C=C2)B(O)O ((4-benzo[d]thiazol-2-yl) phenylboronic acid), C([O-])([O-])=O.[K+].[K+] (potassium carbonate), C(C)O (ethanol). Reagents/catalysts: C=1C=CC(=CC1)[P](C=2C=CC=CC2)(C=3C=CC=CC3)[Pd]([P](C=4C=CC=CC4)(C=5C=CC=CC5)C=6C=CC=CC6)([P](C=7C=CC=CC7)(C=8C=CC=CC8)C=9C=CC=CC9)[P](C=1C=CC=CC1)(C=1C=CC=CC1)C=1C=CC=CC1 (tetrakis(triphenylphosphine)palladium). Run in C1(=CC=CC=C1)C (toluene). The product is C(C)(=O)N1C2=CC=CC=C2C=2C=C(C=CC12)C1=CC=C(C=C1)C=1SC2=C(N1)C=CC=C2 (9-acetyl-3-[(4-benzo [d]thiazol-2-yl) phenyl]-9H-carbazole). The yield is 79.5%. Reaction SMILES: [C:1]([N:4]1[C:16]2[CH:15]=[CH:14][C:13](Br)=[CH:12][C:11]=2[C:10]2[C:5]1=[CH:6][CH:7]=[CH:8][CH:9]=2)(=[O:3])[CH3:2].[S:18]1[C:22]2[CH:23]=[CH:24][CH:25]=[CH:26][C:21]=2[N:20]=[C:19]1[C:27]1[CH:32]=[CH:31][C:30](B(O)O)=[CH:29][CH:28]=1.C(=O)([O-])[O-].[K+].[K+].C(O)C>C1(C)C=CC=CC=1.C1C=CC([P]([Pd]([P](C2C=CC=CC=2)(C2C=CC=CC=2)C2C=CC=CC=2)([P](C2C=CC=CC=2)(C2C=CC=CC=2)C2C=CC=CC=2)[P](C2C=CC=CC=2)(C2C=CC=CC=2)C2C=CC=CC=2)(C2C=CC=CC=2)C2C=CC=CC=2)=CC=1>[C:1]([N:4]1[C:16]2[CH:15]=[CH:14][C:13]([C:30]3[CH:31]=[CH:32][C:27]([C:19]4[S:18][C:22]5[CH:23]=[CH:24][CH:25]=[CH:26][C:21]=5[N:20]=4)=[CH:28][CH:29]=3)=[CH:12][C:11]=2[C:10]2[C:5]1=[CH:6][CH:7]=[CH:8][CH:9]=2)(=[O:3])[CH3:2] |f:2.3.4,^1:55,57,76,95|. Reported procedure: A mixture of 5.8 g of 9-Acetyl-3-bromocarbazole and 5.7 g of (4-benzo[d]thiazol-2-yl) phenylboronic acid were stirred together in 30 ml of toluene. To this was added 0.03 g of tetrakis(triphenylphosphine)palladium, 4.2 g of potassium carbonate and 10 ml of aqueous ethanol were added and refluxed under nitrogen for 6 h. The reaction was quenched with water and the toluene layer was removed and passed through a celite column. The organic layers were combined and then evaporated in a rotary evapora... Reported procedure: The foregoing ethyl 3-(2-hydroxy-5-(4-(4-propylcyclohexyl)cyclohexyl)phenyl)propionate was dissolved in toluene, to which was then added p-toluenesulfonic acid (100 mg). A Dean-Stark apparatus was attached, and the mixture was stirred under reflux by heating for 3 hours. After completion of the reaction, the reaction mixture was washed with water, rinsed with a sodium hydrogencarbonate aqueous solution, and then dried over anhydrous magnesium sulfate. The solution was concentrated in vacuo and t... Product: C(CC)C1CCC(CC1)C1CCC(CC1)C=1C=C2CCC(OC2=CC1)=O (6-(4-(4-propylcyclohexyl)cyclohexyl)-3,4-dihydrocoumarin). The reactants are OC1=C(C=C(C=C1)C1CCC(CC1)C1CCC(CC1)CCC)CCC(=O)OCC (ethyl 3-(2-hydroxy-5-(4-(4-propylcyclohexyl)cyclohexyl)phenyl)propionate), C1(=CC=C(C=C1)S(=O)(=O)O)C (p-toluenesulfonic acid). The solvent is C1(=CC=CC=C1)C (toluene). RXN SMILES: O[C:2]1[CH:7]=[CH:6][C:5]([CH:8]2[CH2:13][CH2:12][CH:11]([CH:14]3[CH2:19][CH2:18][CH:17]([CH2:20][CH2:21][CH3:22])[CH2:16][CH2:15]3)[CH2:10][CH2:9]2)=[CH:4][C:3]=1[CH2:23][CH2:24][C:25]([O:27]CC)=[O:26].C1(C)C=CC(S(O)(=O)=O)=CC=1>C1(C)C=CC=CC=1>[CH2:20]([CH:17]1[CH2:18][CH2:19][CH:14]([CH:11]2[CH2:10][CH2:9][CH:8]([C:5]3[CH:4]=[C:3]4[C:2](=[CH:7][CH:6]=3)[O:26][C:25](=[O:27])[CH2:24][CH2:23]4)[CH2:13][CH2:12]2)[CH2:15][CH2:16]1)[CH2:21][CH3:22]. Starting materials: COC=1C=C(CC2N(CCC3=CC(=C(C=C23)O)OC)CC(=O)NC2CCC3=CC=CC=C23)C=CC1OC (2-[1-(3,4-dimethoxy-benzyl)-7-hydroxy-6-methoxy-3,4-dihydro-1H-isoquinolin-2-yl]-N-(indan-1-yl)-acetamide), ClC1=NC(=NC(=C1)OC)OC (4-chloro-2,6-dimethoxy-pyrimidine). Product: COC=1C=C(CC2N(CCC3=CC(=C(C=C23)OC2=NC(=NC(=C2)OC)OC)OC)CC(=O)NC2CCC3=CC=CC=C23)C=CC1OC (2-[1-(3,4-dimethoxy-benzyl)-6-methoxy-7-(2,6-dimethoxy-pyrimidin-4-yloxy)-3,4-dihydro-1H-isoquinolin-2-yl]-N-(indan-1-yl)-acetamide). Reaction SMILES: [CH3:1][O:2][C:3]1[CH:4]=[C:5]([CH:33]=[CH:34][C:35]=1[O:36][CH3:37])[CH2:6][CH:7]1[C:16]2[C:11](=[CH:12][C:13]([O:18][CH3:19])=[C:14]([OH:17])[CH:15]=2)[CH2:10][CH2:9][N:8]1[CH2:20][C:21]([NH:23][CH:24]1[C:32]2[C:27](=[CH:28][CH:29]=[CH:30][CH:31]=2)[CH2:26][CH2:25]1)=[O:22].Cl[C:39]1[CH:44]=[C:43]([O:45][CH3:46])[N:42]=[C:41]([O:47][CH3:48])[N:40]=1>>[CH3:1][O:2][C:3]1[CH:4]=[C:5]([CH:33]=[CH:34][C:35]=1[O:36][CH3:37])[CH2:6][CH:7]1[C:16]2[C:11](=[CH:12][C:13]([O:18][CH3:19])=[C:14]([O:17][C:39]3[CH:44]=[C:43]([O:45][CH3:46])[N:42]=[C:41]([O:47][CH3:48])[N:40]=3)[CH:15]=2)[CH2:10][CH2:9][N:8]1[CH2:20][C:21]([NH:23][CH:24]1[C:32]2[C:27](=[CH:28][CH:29]=[CH:30][CH:31]=2)[CH2:26][CH2:25]1)=[O:22]. Reported procedure: prepared by reaction of 2-[1-(3,4-dimethoxy-benzyl)-7-hydroxy-6-methoxy-3,4-dihydro-1H-isoquinolin-2-yl]-N-(indan-1-yl)-acetamide with 4-chloro-2,6-dimethoxy-pyrimidine Starting materials: C(CCC)C=1N(C=2N(N1)C(=C(N2)C)C2=CC=CC=C2)CC2=CC=C(C=C2)C2=C(C=CC=C2)C#N (2-butyl-3-[(2'-cyanobiphenyl-4-yl)methyl]-5-methyl-6-phenyl-3H-imidazo[1,2-b][1,2,4]triazole), C[Sn](C)(C)N=[N+]=[N-] (trimethyltin azide). The product is C(CCC)C=1N(C=2N(N1)C(=C(N2)C)C2=CC=CC=C2)CC2=CC=C(C=C2)C2=C(C=CC=C2)C2=NN=NN2 (2-Butyl-5-methyl-6-phenyl-3-[[2'-(5-tetrazolyl)biphenyl-4-yl]methyl]-3H-imidazo[1,2-b][1,2,4]triazole). Yield: 32.0%. As a reaction SMILES: [CH2:1]([C:5]1[N:6]([CH2:20][C:21]2[CH:26]=[CH:25][C:24]([C:27]3[CH:32]=[CH:31][CH:30]=[CH:29][C:28]=3[C:33]#[N:34])=[CH:23][CH:22]=2)[C:7]2[N:8]([C:10]([C:14]3[CH:19]=[CH:18][CH:17]=[CH:16][CH:15]=3)=[C:11]([CH3:13])[N:12]=2)[N:9]=1)[CH2:2][CH2:3][CH3:4].C[Sn]([N:39]=[N+:40]=[N-:41])(C)C>>[CH2:1]([C:5]1[N:6]([CH2:20][C:21]2[CH:22]=[CH:23][C:24]([C:27]3[CH:32]=[CH:31][CH:30]=[CH:29][C:28]=3[C:33]3[NH:41][N:40]=[N:39][N:34]=3)=[CH:25][CH:26]=2)[C:7]2[N:8]([C:10]([C:14]3[CH:19]=[CH:18][CH:17]=[CH:16][CH:15]=3)=[C:11]([CH3:13])[N:12]=2)[N:9]=1)[CH2:2][CH2:3][CH3:4]. Reported procedure: Following the procedure of Example 1, Step G, 2-butyl-3-[(2'-cyanobiphenyl-4-yl)methyl]-5-methyl-6-phenyl-3H-imidazo[1,2-b][1,2,4]triazole (from Step B) was reacted with trimethyltin azide to give a 32% yield of the title compound as a brown solid, mp>108° C. (gradual); homogeneous by TLC in 90:10:0.1 CH2Cl2 -MeOH-AcOH. Starting materials: CC(C)(C)c1ccc(CNCCc2ccc(F)cc2)cc1, ClCCCl, ClCCl, Cl, O=C(O)c1ccc(F)c2cc[nH]c12. The product is CC(C)(C)c1ccc(CN(CCc2ccc(F)cc2)C(=O)c2ccc(F)c3cc[nH]c23)cc1. Reaction SMILES: [C:14]([CH3:15])([CH3:16])([CH3:17])[c:18]1[cH:19][cH:20][c:21]([CH2:22][NH:23][CH2:24][CH2:25][c:26]2[cH:27][cH:28][c:29]([F:32])[cH:30][cH:31]2)[cH:33][cH:34]1.[CH2:38]([Cl:39])[CH2:40][Cl:41].[Cl:35][CH2:36][Cl:37].[ClH:42].[F:1][c:2]1[c:3]2[cH:4][cH:5][nH:6][c:7]2[c:8]([C:11](=[O:12])[OH:13])[cH:9][cH:10]1>>[F:1][c:2]1[c:3]2[cH:4][cH:5][nH:6][c:7]2[c:8]([C:11](=[O:13])[N:23]([CH2:22][c:21]2[cH:20][cH:19][c:18]([C:14]([CH3:15])([CH3:16])[CH3:17])[cH:34][cH:33]2)[CH2:24][CH2:25][c:26]2[cH:27][cH:28][c:29]([F:32])[cH:30][cH:31]2)[cH:9][cH:10]1.